describe an organic reaction: reactants, conditions, products, and yield From a dataset of the Open Reaction Database (ORD), a public repository of structured organic reaction records. Starting materials: N#N (N2), C(=O)([O-])[O-].[Cs+].[Cs+] (Cs2CO3), BrC=1C=C2C(CC3(CCOCC3)C2=CC1)=O (5-bromo-2′,3′,5′,6′-tetrahydrospiro[indene-1,4′-pyran]-3(2H)-one), C(#N)C=1C=C(C=CC1)B(O)O (3-cyanophenylboronic acid). Reagents/catalysts: Cl[Pd]([P](C1=CC=CC=C1)(C2=CC=CC=C2)C3=CC=CC=C3)([P](C4=CC=CC=C4)(C5=CC=CC=C5)C6=CC=CC=C6)Cl (PdCl2(PPh3)2). The solvent is C(Cl)Cl (DCM), O (H2O), O1CCOCC1 (dioxane). Reaction conditions: temperature 100 celsius. Yields the product O=C1CC2(CCOCC2)C2=CC=C(C=C12)C=1C=C(C#N)C=CC1 (3-(3-oxo-2,2′,3,3′,5′,6′-hexahydrospiro[indene-1,4′-pyran]-5-yl)benzonitrile). Isolated yield 76.9%. RXN SMILES: C([O-])([O-])=O.[Cs+].[Cs+].Br[C:8]1[CH:9]=[C:10]2[C:19](=[CH:20][CH:21]=1)[C:13]1([CH2:18][CH2:17][O:16][CH2:15][CH2:14]1)[CH2:12][C:11]2=[O:22].[C:23]([C:25]1[CH:26]=[C:27](B(O)O)[CH:28]=[CH:29][CH:30]=1)#[N:24].N#N>C(Cl)Cl.Cl[Pd](Cl)([P](C1C=CC=CC=1)(C1C=CC=CC=1)C1C=CC=CC=1)[P](C1C=CC=CC=1)(C1C=CC=CC=1)C1C=CC=CC=1.O.O1CCOCC1>[O:22]=[C:11]1[C:10]2[C:19](=[CH:20][CH:21]=[C:8]([C:29]3[CH:30]=[C:25]([CH:26]=[CH:27][CH:28]=3)[C:23]#[N:24])[CH:9]=2)[C:13]2([CH2:18][CH2:17][O:16][CH2:15][CH2:14]2)[CH2:12]1 |f:0.1.2,^1:41,60|. Procedure details: To a 10 mL CEM microwave test tube was charged with Cs2CO3 (147 mg, 0.45 mmol), PdCl2(PPh3)2 (20 mg, 0.028 mmol), 5-bromo-2′,3′,5′,6′-tetrahydrospiro[indene-1,4′-pyran]-3(2H)-one (51 mg, 0.18 mmol), 3-cyanophenylboronic acid (35 mg, 0.24 mmol), dioxane (3 mL) and H2O (0.1 mL), the system was swept with N2 and capped, and heated in a CEM microwave reactor at 100° C. for 10 min. The reaction mixture was diluted with DCM, washed with brine, dried over anhydrous Na2SO4, and filtered, and concentrate... The reactants are N(=[N+]=[N-])C1=CC=CC(=N1)N1N=NN=C1N1CCN(CC1)C(=O)OC(C)(C)C (tert-butyl 4-(1-(6-azidopyridin-2-yl)-1H-tetrazol-5-yl)piperazine-1-carboxylate), FC1=CC=CC(=N1)N1N=NN=C1N1CCN(CC1)C(=O)OC(C)(C)C (tert-butyl 4-(1-(6-fluoropyridin-2-yl)-1H-tetrazol-5-yl)piperazine-1-carboxylate), [BH4-].[Na+] (sodium borohydride), NC1=NC(=CC=C1)F (2-amino-6-fluoropyridine), mixture, crude product. Run in CO (methanol), O (water). Conditions: temperature 25 celsius, time 4 hour. Product: FC1=CC=CC(=N1)N1N=NN=C1N1CCN(CC1)C(=O)OC(C)(C)C (tert-butyl 4-(1-(6-fluoropyridin-2-yl)-1H-tetrazol-5-yl)piperazine-1-carboxylate), NC1=CC=CC(=N1)N1N=NN=C1N1CCN(CC1)C(=O)OC(C)(C)C (tert-butyl 4-(1-(6-aminopyridin-2-yl)-1H-tetrazol-5-yl)piperazine-1-carboxylate). As a reaction SMILES: NC1C=CC=C(F)N=1.[F:9][C:10]1[N:15]=[C:14]([N:16]2[C:20]([N:21]3[CH2:26][CH2:25][N:24]([C:27]([O:29][C:30]([CH3:33])([CH3:32])[CH3:31])=[O:28])[CH2:23][CH2:22]3)=[N:19][N:18]=[N:17]2)[CH:13]=[CH:12][CH:11]=1.[N:34]([C:37]1[N:42]=[C:41]([N:43]2[C:47]([N:48]3[CH2:53][CH2:52][N:51]([C:54]([O:56][C:57]([CH3:60])([CH3:59])[CH3:58])=[O:55])[CH2:50][CH2:49]3)=[N:46][N:45]=[N:44]2)[CH:40]=[CH:39][CH:38]=1)=[N+]=[N-].[BH4-].[Na+]>CO.O>[F:9][C:10]1[N:15]=[C:14]([N:16]2[C:20]([N:21]3[CH2:26][CH2:25][N:24]([C:27]([O:29][C:30]([CH3:33])([CH3:32])[CH3:31])=[O:28])[CH2:23][CH2:22]3)=[N:19][N:18]=[N:17]2)[CH:13]=[CH:12][CH:11]=1.[NH2:34][C:37]1[N:42]=[C:41]([N:43]2[C:47]([N:48]3[CH2:53][CH2:52][N:51]([C:54]([O:56][C:57]([CH3:60])([CH3:59])[CH3:58])=[O:55])[CH2:50][CH2:49]3)=[N:46][N:45]=[N:44]2)[CH:40]=[CH:39][CH:38]=1 |f:3.4|. Reported procedure: Part C′: When the procedures described above were employed utilizing 2-amino-6-fluoropyridine as the commercial starting material the isolated crude product of part C was 3.90 g of a mixture of tert-butyl 4-(1-(6-fluoropyridin-2-yl)-1H-tetrazol-5-yl)piperazine-1-carboxylate and tert-butyl 4-(1-(6-azidopyridin-2-yl)-1H-tetrazol-5-yl)piperazine-1-carboxylate. This crude product was dissolved in a mixture of 120 mL of methanol and 20 mL of water. To this solution at 25° C. was added in portions 1.6... The reactants are C(#N)C=1C2=C(C(=NC1NC1=C(C=C(C=C1)N1CCN(CC1)C(=O)OC(C)(C)C)C)CC1=C(C=CC=C1Cl)Cl)N=CN2COCC[Si](C)(C)C (tert-butyl 4-(4-(7-cyano-4-(2,6-dichlorobenzyl)-1-((2-(trimethylsilyl)ethoxy)methyl)-1H-imidazo[4,5-c]pyridin-6-ylamino)-3-methylphenyl)piperazine-1-carboxylate), O (water), C([O-])(O)=O.[Na+] (sodium bicarbonate), O (water). Run in S(O)(O)(=O)=O (sulfuric acid). Run at temperature 95 celsius, time 20 minute. Product: ClC1=C(CC2=NC(=C(C3=C2N=CN3)C(=O)N)NC3=C(C=C(C=C3)N3CCNCC3)C)C(=CC=C1)Cl (4-(2,6-dichlorobenzyl)-6-(2-methyl-4-(piperazin-1-yl)phenylamino)-1H-imidazo[4,5-c]pyridine-7-carboxamide). RXN SMILES: [C:1]([C:3]1[C:4]2[N:41](COCC[Si](C)(C)C)[CH:40]=[N:39][C:5]=2[C:6]([CH2:30][C:31]2[C:36]([Cl:37])=[CH:35][CH:34]=[CH:33][C:32]=2[Cl:38])=[N:7][C:8]=1[NH:9][C:10]1[CH:15]=[CH:14][C:13]([N:16]2[CH2:21][CH2:20][N:19](C(OC(C)(C)C)=O)[CH2:18][CH2:17]2)=[CH:12][C:11]=1[CH3:29])#[N:2].O.C(=O)(O)[O-:52].[Na+]>S(=O)(=O)(O)O>[Cl:37][C:36]1[CH:35]=[CH:34][CH:33]=[C:32]([Cl:38])[C:31]=1[CH2:30][C:6]1[C:5]2[N:39]=[CH:40][NH:41][C:4]=2[C:3]([C:1]([NH2:2])=[O:52])=[C:8]([NH:9][C:10]2[CH:15]=[CH:14][C:13]([N:16]3[CH2:17][CH2:18][NH:19][CH2:20][CH2:21]3)=[CH:12][C:11]=2[CH3:29])[N:7]=1 |f:2.3|. Procedure details: To a solution of the product of Example 26B (194 mg, 0.27 mmol) in concentrated sulfuric acid (5 mL) was added water (1 mL) at 0° C. and the mixture was stirred at 95° C. for 20 minutes. After cooling to ambient temperature, water (3 mL) was added. The mixture was adjusted to pH 8-9 with saturated sodium bicarbonate solution and extracted with dichloromethane (3×20 mL). The organic layers were concentrated under vacuum and the residue was purified via preparative HPLC using a gradient of 10/90 t...